Dataset: the Open Reaction Database (ORD), a public repository of structured organic reaction records. Task: describe an organic reaction: reactants, conditions, products, and yield Starting materials: ClCCN1CCCC1, Cl, [H-], O=[N+]([O-])c1ccc2[nH]ccc2c1, [Na+], CN(C)C=O, O. The product is O=[N+]([O-])c1ccc2c(ccn2CCN2CCCC2)c1. RXN SMILES: [Cl:2][CH2:3][CH2:4][N:5]1[CH2:6][CH2:7][CH2:8][CH2:9]1.[ClH:1].[H-:22].[N+:10](=[O:11])([O-:12])[c:13]1[cH:14][c:15]2[cH:16][cH:17][nH:18][c:19]2[cH:20][cH:21]1.[Na+:23].[O:24]=[CH:25][N:26]([CH3:27])[CH3:28].[OH2:29]>>[CH2:3]([CH2:4][N:5]1[CH2:6][CH2:7][CH2:8][CH2:9]1)[n:18]1[cH:17][cH:16][c:15]2[cH:14][c:13]([N+:10](=[O:11])[O-:12])[cH:21][cH:20][c:19]21. Starting materials: ClCCCl (1,2-dichloroethane), C(C)C(C(=O)[O-])C(=O)[O-].[K+].[K+] (potassium ethylmalonate), C(C1=CC=CC=C1)#N (benzonitrile), Cl (hydrochloric acid). Reagents/catalysts: [Cl-].[Zn+2].[Cl-] (zinc chloride). Reaction conditions: temperature 90 celsius. Product: C(C1=CC=CC=C1)(=O)CC(=O)OCC (Ethyl Benzoylacetate). Isolated yield 75.0%. As a reaction SMILES: Cl[CH2:2][CH2:3]Cl.C([CH:7]([C:11]([O-:13])=O)[C:8]([O-:10])=[O:9])C.[K+].[K+].Cl.C(#N)[C:18]1[CH:23]=[CH:22][CH:21]=[CH:20][CH:19]=1>[Cl-].[Zn+2].[Cl-]>[C:11]([CH2:7][C:8]([O:10][CH2:2][CH3:3])=[O:9])(=[O:13])[C:18]1[CH:23]=[CH:22][CH:21]=[CH:20][CH:19]=1 |f:1.2.3,6.7.8|. Procedure details: To 100 □ of 1,2-dichloroethane were added 5.5 □ of benzonitrile, 7.2 g of zinc chloride, and 11 g of potassium ethylmalonate, and then the mixture was stirred at reflux. After the reaction was completed, 100 □ of 6 N hydrochloric acid was added to the mixture, which then was stirred at reflux at 90° C. for 1 hour. After confirming completion of the reaction by TLC, the solution was cooled to 20° C., and then an organic layer was separated therefrom. The organic layer was concentrated through dis...